Dataset: the Open Reaction Database (ORD), a public repository of structured organic reaction records. Task: describe an organic reaction: reactants, conditions, products, and yield Starting materials: CC(=O)C (acetone), C(C(=O)OCC)(=O)OCC (diethyl oxalate), [Cl-].[NH4+] (ammonium chloride). Solvent: C(C)O (ethanol). The product is CCOC(=O)C(=O)CC(=O)C (Ethyl acetopyruvate), enol ether. As a reaction SMILES: [CH3:1][C:2]([CH3:4])=[O:3].[C:5]([O:12][CH2:13][CH3:14])(=[O:11])[C:6]([O:8]CC)=O.[Cl-].[NH4+]>C(O)C>[CH3:14][CH2:13][O:12][C:5]([C:6]([CH2:1][C:2]([CH3:4])=[O:3])=[O:8])=[O:11] |f:2.3|. Procedure: Ethyl acetopyruvate was prepared from acetone and diethyl oxalate as described in Org. Synthesis, Coll. Vol. 1, 238 (1958). Further reaction with triethylorthofcrmate and ammonium chloride in ethanol. afforded the known enol ether 1. See L. Claisen, Chem. Ber., 40, 3903 (1907). The reactants are COC(=O)c1ccc(NC(=O)C(F)(F)F)c(C(=O)OC)c1, CN(C)C=O, ClCCl, O=S(Cl)Cl. The product is COC(=O)c1cc(C(=O)Cl)ccc1NC(=O)C(F)(F)F. Reaction SMILES: [CH3:10][O:11][C:12](=[O:13])[c:14]1[cH:15][c:16]([C:17](=[O:18])[O:19][CH3:20])[cH:21][cH:22][c:23]1[NH:24][C:25]([C:26]([F:27])([F:28])[F:29])=[O:30].[CH3:5][N:6]([CH3:7])[CH:8]=[O:9].[Cl:31][CH2:32][Cl:33].[S:1]([Cl:2])([Cl:3])=[O:4]>>[Cl:3][C:17]([c:16]1[cH:15][c:14]([C:12]([O:11][CH3:10])=[O:13])[c:23]([NH:24][C:25]([C:26]([F:27])([F:28])[F:29])=[O:30])[cH:22][cH:21]1)=[O:18].